This data is from the Open Reaction Database (ORD), a public repository of structured organic reaction records. The task is: describe an organic reaction: reactants, conditions, products, and yield Starting materials: P(=O)(Cl)(Cl)Cl (Phosphorous oxychloride), C(C1=CC=CC=C1)OC=1C=CC=2C=3C(C(NC2C1)=O)=NN(C3)CC (7-benzyloxy-2-ethyl-2,5-dihydro-pyrazolo[3,4-c]quinolin-4-one), [OH-].[Na+] (Sodium hydroxide). Conditions: temperature 100 celsius. The product is C(C1=CC=CC=C1)OC=1C=CC=2C=3C(C(=NC2C1)Cl)=NN(C3)CC (7-benzyloxy-4-chloro-2-ethyl-2H-pyrazolo[3,4-c]quinoline). As a reaction SMILES: P(Cl)(Cl)([Cl:3])=O.[CH2:6]([O:13][C:14]1[CH:15]=[CH:16][C:17]2[C:18]3[C:19](=[N:25][N:26]([CH2:28][CH3:29])[CH:27]=3)[C:20](=O)[NH:21][C:22]=2[CH:23]=1)[C:7]1[CH:12]=[CH:11][CH:10]=[CH:9][CH:8]=1.[OH-].[Na+]>>[CH2:6]([O:13][C:14]1[CH:15]=[CH:16][C:17]2[C:18]3[C:19](=[N:25][N:26]([CH2:28][CH3:29])[CH:27]=3)[C:20]([Cl:3])=[N:21][C:22]=2[CH:23]=1)[C:7]1[CH:12]=[CH:11][CH:10]=[CH:9][CH:8]=1 |f:2.3|. Reported procedure: Phosphorous oxychloride (15 mL) was added to 7-benzyloxy-2-ethyl-2,5-dihydro-pyrazolo[3,4-c]quinolin-4-one (1.20 g, 3.76 mmol) and heated at 100° C. for 1 hour. The reaction mixture was cooled to ambient temperature and the poured onto crushed ice while stirring. 6 N Sodium hydroxide solution was added to the suspension at 4° C. and the solid was harvested by filtration and dried to afford 1.23 g of 7-benzyloxy-4-chloro-2-ethyl-2H-pyrazolo[3,4-c]quinoline as a yellow solid, mp 155-157° C.